Dataset: the Open Reaction Database (ORD), a public repository of structured organic reaction records. Task: describe an organic reaction: reactants, conditions, products, and yield Reactants: CC1=NC=CC(=C1)C(C[C@H](C1=C(C=CC=C1)C)C1=CC=C(C=C1)C1=CC=C(C=C1)C(=O)N[C@H](C(=O)O)C)=O ((S)-2-({4′-[(S)-3-(2-methyl-pyridin-4-yl)-3-oxo-1-o-tolyl-propyl]-biphenyl-4-carbonyl}-amino)-propionic acid), Cl.NO (hydroxylamine hydrochloride), C(=O)(O)[O-].[Na+] (NaHCO3). Product: ON=C(C[C@H](C1=C(C=CC=C1)C)C1=CC=C(C=C1)C1=CC=C(C=C1)C(=O)N[C@H](C(=O)O)C)C1=CC(=NC=C1)C ((S)-2-({4′-[(S)-3-[Hydroxyimino]-3-(2-methyl-pyridin-4-yl)-1-o-tolyl-propyl]-biphenyl-4-carbonyl}-amino)-propionic acid). As a reaction SMILES: [CH3:1][C:2]1[CH:7]=[C:6]([C:8](=O)[CH2:9][C@@H:10]([C:18]2[CH:23]=[CH:22][C:21]([C:24]3[CH:29]=[CH:28][C:27]([C:30]([NH:32][C@@H:33]([CH3:37])[C:34]([OH:36])=[O:35])=[O:31])=[CH:26][CH:25]=3)=[CH:20][CH:19]=2)[C:11]2[CH:16]=[CH:15][CH:14]=[CH:13][C:12]=2[CH3:17])[CH:5]=[CH:4][N:3]=1.Cl.[NH2:40][OH:41].C([O-])(O)=O.[Na+]>>[OH:41][N:40]=[C:8]([C:6]1[CH:5]=[CH:4][N:3]=[C:2]([CH3:1])[CH:7]=1)[CH2:9][C@@H:10]([C:18]1[CH:19]=[CH:20][C:21]([C:24]2[CH:25]=[CH:26][C:27]([C:30]([NH:32][C@@H:33]([CH3:37])[C:34]([OH:36])=[O:35])=[O:31])=[CH:28][CH:29]=2)=[CH:22][CH:23]=1)[C:11]1[CH:16]=[CH:15][CH:14]=[CH:13][C:12]=1[CH3:17] |f:1.2,3.4|. Reported procedure: In analogy to example 74, step 7, from (S)-2-({4′-[(S)-3-(2-methyl-pyridin-4-yl)-3-oxo-1-o-tolyl-propyl]-biphenyl-4-carbonyl}-amino)-propionic acid and hydroxylamine hydrochloride in the presence of NaHCO3 was prepared the title compound as a mixture of E and Z isomers (3:1) as a white solid, MS (ESI+): m/z=522.3 ([M+H]+). Procedure: A mixture of 100 mg of 4-[4-nitro-3-(propan-2-yloxy)phenyl]pyridine (see method 1) and 0.075 ml of 2-iodoethanol in 1.7 ml of acetonitrile is heated at 85° C. (bath) for 1 h. 75 μl of 2-iodoethanol are then added and the heating is continued for 15 h at 91° C. The mixture is then concentrated under vacuum, so as to obtain a solid which is taken up with 10 ml of ethyl ether. The resulting heterogeneous mixture is filtered and the solid is rinsed with ethyl ether and dried under reduced pressure, ... Starting materials: C(C)OCC (ethyl ether), [N+](=O)([O-])C1=C(C=C(C=C1)C1=CC=NC=C1)OC(C)C (4-[4-nitro-3-(propan-2-yloxy)phenyl]pyridine), ICCO (2-iodoethanol), ICCO (2-iodoethanol). Product: [I-].OCC[N+]1=CC=C(C=C1)C1=CC(=C(C=C1)[N+](=O)[O-])OC(C)C (1-(2-hydroxyethyl)-4-[4-nitro-3-(propan-2-yloxy)phenyl]pyridinium iodide). Conditions: temperature 85 celsius, time 15 hour. Reaction SMILES: [N+:1]([C:4]1[CH:9]=[CH:8][C:7]([C:10]2[CH:15]=[CH:14][N:13]=[CH:12][CH:11]=2)=[CH:6][C:5]=1[O:16][CH:17]([CH3:19])[CH3:18])([O-:3])=[O:2].[I:20][CH2:21][CH2:22][OH:23].C(OCC)C>C(#N)C>[I-:20].[OH:23][CH2:22][CH2:21][N+:13]1[CH:12]=[CH:11][C:10]([C:7]2[CH:8]=[CH:9][C:4]([N+:1]([O-:3])=[O:2])=[C:5]([O:16][CH:17]([CH3:19])[CH3:18])[CH:6]=2)=[CH:15][CH:14]=1 |f:4.5|. Run in C(C)#N (acetonitrile). The reactants are Cl (hydrochloric acid), Cl (hydrochloric acid), C(C)(C)C1=NNC(=C1)C1=CC=CC=C1 (3-isopropyl-5-phenyl-1H-pyrazole), [H-].[Na+] (sodium hydride), ClCC1=CC=C(COC2=CC=C(C=C2)CCC(=O)OC)C=C1 (Methyl 3-(4-{[4-(chloromethyl)benzyl]oxy)phenyl)propanoate). Isolated yield 55.9%. Reaction conditions: time 1 hour. Procedure details: A mixture of 3-isopropyl-5-phenyl-1H-pyrazole (186 mg, 1.0 mmol), sodium hydride (60% in oil, 40 mg, 1.0 mmol) and N,N-dimethylformamide (5 mL) was stirred at room temperature for 1 hr. Methyl 3-(4-{[4-(chloromethyl)benzyl]oxy)phenyl)propanoate (318 mg, 1.00 mmol) was added to the reaction mixture at room temperature, and the mixture was further stirred for 1 hr. The reaction mixture was poured into 1 N hydrochloric acid, and the mixture was extracted with ethyl acetate. The ethyl acetate layer ... Product: C(C)(C)C1=CC(=NN1CC1=CC=C(COC2=CC=C(C=C2)CCC(=O)O)C=C1)C1=CC=CC=C1 (3-[4-({4-[(5-isopropyl-3-phenyl-1H-pyrazol-1-yl)methyl]benzyl}oxy)phenyl]propanoic acid). The solvent is O (water), CN(C=O)C (N,N-dimethylformamide), CO (methanol), O1CCCC1 (tetrahydrofuran), [OH-].[Na+] (sodium hydroxide). Reaction SMILES: [CH:1]([C:4]1[CH:8]=[C:7]([C:9]2[CH:14]=[CH:13][CH:12]=[CH:11][CH:10]=2)[NH:6][N:5]=1)([CH3:3])[CH3:2].[H-].[Na+].Cl[CH2:18][C:19]1[CH:38]=[CH:37][C:22]([CH2:23][O:24][C:25]2[CH:30]=[CH:29][C:28]([CH2:31][CH2:32][C:33]([O:35]C)=[O:34])=[CH:27][CH:26]=2)=[CH:21][CH:20]=1.Cl>CO.O1CCCC1.[OH-].[Na+].O.CN(C)C=O>[CH:1]([C:4]1[N:5]([CH2:18][C:19]2[CH:38]=[CH:37][C:22]([CH2:23][O:24][C:25]3[CH:30]=[CH:29][C:28]([CH2:31][CH2:32][C:33]([OH:35])=[O:34])=[CH:27][CH:26]=3)=[CH:21][CH:20]=2)[N:6]=[C:7]([C:9]2[CH:14]=[CH:13][CH:12]=[CH:11][CH:10]=2)[CH:8]=1)([CH3:3])[CH3:2] |f:1.2,7.8|. Starting materials: Cl.C1(=CC=CC=C1)[C@@H]1[C@@H](CCC1)N (cis-2-phenylcyclopentylamine hydrochloride), Cl.C1(CCCCC1)[C@H]1[C@@H](CCC1)N (trans-2-cyclohexylcyclopentylamine hydrochloride). Product: Cl.C1(CCCCC1)[C@H]1[C@@H](CCC1)N=C1NCCCCC1 (2-[(trans-2-Cyclohexylcyclopentyl)imino]hexahydroazepine hydrochloride). Reaction SMILES: [ClH:1].[C:2]1([C@H:8]2[CH2:12][CH2:11][CH2:10][C@H:9]2[NH2:13])[CH:7]=[CH:6][CH:5]=[CH:4][CH:3]=1.Cl.[CH:15]1([C@@H:21]2CCC[C@H:22]2[NH2:26])[CH2:20][CH2:19][CH2:18]CC1>>[ClH:1].[CH:2]1([C@@H:8]2[CH2:12][CH2:11][CH2:10][C@H:9]2[N:13]=[C:22]2[CH2:21][CH2:15][CH2:20][CH2:19][CH2:18][NH:26]2)[CH2:7][CH2:6][CH2:5][CH2:4][CH2:3]1 |f:0.1,2.3,4.5|. Procedure details: By the procedure described in Example 3(A) only substituting for cis-2-phenylcyclopentylamine hydrochloride an appropriate amount of trans-2-phenylcyclopentylamine hydrochloride, M.P. 142°-143° C., the hydrochloride salt of trans-2-cyclohexylcyclopentylamine was obtained, M.P. 199°-200° C. Following the procedure of Example 1 only substituting for cis-2-phenylcyclopentylamine hydrochloride an appropriate amount of trans-2-cyclohexylcyclopentylamine hydrochloride and employing a reaction time of ... Reactants: C(C)(=O)OC(C(=O)N(C=1C(=C(CCC(=O)[O-])C(=C(C1I)N(CCOC(C)=O)C(C(C)OC(C)=O)=O)I)I)CCOC(C)=O)C (N,N′-Bis(2-acetoxypropionyl)-N,N′-bis(2-acetoxyethyl)-3,5-diamino-2,4,6-triiodobenzylacetate), CO (methanol), Cl (HCl), [OH-].[Na+] (NaOH). The solvent is O (water). Reaction conditions: time 3 hour. Product: OC(C(=O)N(C=1C(=C(CO)C(=C(C1I)N(CCO)C(C(C)O)=O)I)I)CCO)C (N,N′-Bis(2-hydroxypropionyl)-N,N′-bis(2-hydroxyethyl)-3,5-diamino-2,4,6-triiodobenzylalcohol). The yield is 37.0%. Reaction SMILES: C([O:4][CH:5]([CH3:44])[C:6]([N:8]([CH2:38][CH2:39][O:40]C(=O)C)[C:9]1[C:10]([I:37])=[C:11]([C:17]([I:36])=[C:18]([N:21]([C:28](=[O:35])[CH:29]([O:31]C(=O)C)[CH3:30])[CH2:22][CH2:23][O:24]C(=O)C)[C:19]=1[I:20])CCC([O-])=O)=[O:7])(=O)C.[OH-:45].[Na+].Cl.[CH3:48]O>O>[OH:4][CH:5]([CH3:44])[C:6]([N:8]([CH2:38][CH2:39][OH:40])[C:9]1[C:10]([I:37])=[C:11]([C:17]([I:36])=[C:18]([N:21]([C:28](=[O:35])[CH:29]([OH:31])[CH3:30])[CH2:22][CH2:23][OH:24])[C:19]=1[I:20])[CH2:48][OH:45])=[O:7] |f:1.2|. Procedure details: N,N′-Bis(2-acetoxypropionyl)-N,N′-bis(2-acetoxyethyl)-3,5-diamino-2,4,6-triiodobenzylacetate (175 mg, 0.18 mmol) was dissolved in a mixture of methanol (8 ml) and water (8 ml) and pH was adjusted to 12 with 1 M aqueous NaOH. After stirring for 3 h, the solution was neutralized with aqueous HCl. Purification by preparative HPLC gave 50 mg (37%) of the pure product.